From a dataset of the Open Reaction Database (ORD), a public repository of structured organic reaction records. describe an organic reaction: reactants, conditions, products, and yield Starting materials: [OH-].[Na+] (caustic soda), BrCCCCCC (1-bromohexane), N1=C(SC=2CNCCC21)NC(=N)N (N-(4,5,6,7-tetrahydro-thiazolo[5,4-c]pyridine-2-yl)-guanidine), C([O-])([O-])=O.[Cs+].[Cs+] (caesium carbonate). The solvent is CN(C=O)C (dimethylformamide). Conditions: time 8 hour. The product is C(CCCCC)N1CC2=C(CC1)N=C(S2)NC(=N)N (N-(5-hexyl-4,5,6,7-tetrahydro-thiazolo[5,4-c]pyridine-2-yl)-guanidine). Reaction SMILES: Br[CH2:2][CH2:3][CH2:4][CH2:5][CH2:6][CH3:7].[N:8]1[C:16]2[CH2:15][CH2:14][NH:13][CH2:12][C:11]=2[S:10][C:9]=1[NH:17][C:18]([NH2:20])=[NH:19].C(=O)([O-])[O-].[Cs+].[Cs+].[OH-].[Na+]>CN(C)C=O>[CH2:2]([N:13]1[CH2:14][CH2:15][C:16]2[N:8]=[C:9]([NH:17][C:18]([NH2:20])=[NH:19])[S:10][C:11]=2[CH2:12]1)[CH2:3][CH2:4][CH2:5][CH2:6][CH3:7] |f:2.3.4,5.6|. Procedure: 1-bromohexane (0.11 mmol) is added to a suspension of N-(4,5,6,7-tetrahydro-thiazolo[5,4-c]pyridine-2-yl)-guanidine (0.1 mmol) and caesium carbonate (0.22 mmol) in dimethylformamide (0.3 ml) and the reaction mixture is stirred overnight at room temperature. After adding 2M caustic soda solution (1 ml) the mixture is extracted with ethyl acetate, the combined organic phases are dried over sodium sulphate and then concentrated by evaporation, the title compound being obtained in pure form. RXN SMILES: [NH2:1][c:2]1[nH:3][c:4](=[O:22])[c:5]2[c:6]([n:7]1)[cH:8][cH:9][c:10](-[c:12]1[cH:13][c:14]([O:20][CH3:21])[c:15]([O:18][CH3:19])[cH:16][cH:17]1)[n:11]2.[P:23]12(=[S:24])[S:25][P:26]3(=[S:36])[S:27][P:28](=[S:34])([S:29][P:30](=[S:33])([S:31]3)[S:32]1)[S:35]2.[cH:37]1[cH:38][cH:39][n:40][cH:41][cH:42]1>>[NH2:1][c:2]1[nH:3][c:4](=[S:24])[c:5]2[c:6]([n:7]1)[cH:8][cH:9][c:10](-[c:12]1[cH:13][c:14]([O:20][CH3:21])[c:15]([O:18][CH3:19])[cH:16][cH:17]1)[n:11]2. The product is COc1ccc(-c2ccc3nc(N)[nH]c(=S)c3n2)cc1OC. Starting materials: COc1ccc(-c2ccc3nc(N)[nH]c(=O)c3n2)cc1OC, S=P12SP3(=S)SP(=S)(S1)SP(=S)(S2)S3, c1ccncc1. The reactants are FC1=C(C(=O)OC)C=CC=C1 (methyl 2-fluorobenzoate), C(C1=CC=CC=C1)N1CCNCC1 (1-benzylpiperazine), C(=O)([O-])[O-].[K+].[K+] (K2CO3). Solvent: CN(C)C=O (DMF), CCOC(=O)C (EtOAc), O (H2O). Conditions: temperature 150 celsius. Yields the product C(C1=CC=CC=C1)N1CCN(CC1)C1=C(C(=O)OC)C=CC=C1 (Methyl 2-[4-Benzylpiperazinyl]Benzoate). The yield is 58.0%. Reaction SMILES: F[C:2]1[CH:11]=[CH:10][CH:9]=[CH:8][C:3]=1[C:4]([O:6][CH3:7])=[O:5].[CH2:12]([N:19]1[CH2:24][CH2:23][NH:22][CH2:21][CH2:20]1)[C:13]1[CH:18]=[CH:17][CH:16]=[CH:15][CH:14]=1.C([O-])([O-])=O.[K+].[K+]>CN(C=O)C.CCOC(C)=O.O>[CH2:12]([N:19]1[CH2:24][CH2:23][N:22]([C:2]2[CH:11]=[CH:10][CH:9]=[CH:8][C:3]=2[C:4]([O:6][CH3:7])=[O:5])[CH2:21][CH2:20]1)[C:13]1[CH:14]=[CH:15][CH:16]=[CH:17][CH:18]=1 |f:2.3.4|. Procedure details: To a 250 mL pressure bottle equipped with magnetic stirring was added methyl 2-fluorobenzoate (Lancaster Synthesis Inc.) (3.0 g, 20 mmol), 1-benzylpiperazine (Aldrich) (3.8 g, 22 mmol) and K2CO3 (3.0 g, 22 mmol) in DMF (100 mL). The mixture was heated at 150° C. for 12 h. After cooling to RT the reaction was diluted with EtOAc (100 mL) and H2O was added. The organic layer was separated and washed with H2O, brine, dried over Na2SO4, filtered and concentrated in vacuo to afford a brown oil. The cr...